Dataset: the Open Reaction Database (ORD), a public repository of structured organic reaction records. Task: describe an organic reaction: reactants, conditions, products, and yield Reactants: Cl.Cl.FC1=CC=C(C=C1)C1(OCCO1)CCCN(C)CCN1CCC(CC1)OC1=CC(=CC=C1)Cl (1-{2-{N-{3-[2-(4-fluorophenyl)-1,3-dioxolan-2-yl]propyl}-N-methylamino}ethyl}-4-(3-chlorophenoxy)piperidine dihydrochloride), Cl (HCl), C1(=C(C(=C(C(=C1F)F)F)N)F)N.Cl.Cl (dihydrochloride). The solvent is CO (methanol). Product: Cl.Cl.FC1=CC=C(C=C1)C(CCCN(C)CCN1CCC(CC1)OC1=CC(=CC=C1)Cl)=O (1-{2-{-N-[4-(4-Fluorophenyl)-4-oxobutyl]-N-methylamino}ethyl}-4-(3-chlorophenoxy)piperidine dihydrochloride). Reaction SMILES: [ClH:1].Cl.[F:3][C:4]1[CH:9]=[CH:8][C:7]([C:10]2([CH2:15][CH2:16][CH2:17][N:18]([CH2:20][CH2:21][N:22]3[CH2:27][CH2:26][CH:25]([O:28][C:29]4[CH:34]=[CH:33][CH:32]=[C:31]([Cl:35])[CH:30]=4)[CH2:24][CH2:23]3)[CH3:19])OCC[O:11]2)=[CH:6][CH:5]=1.Cl.C1(N)C(F)=C(F)C(F)=C(N)C=1F.Cl.Cl>CO>[ClH:35].[ClH:1].[F:3][C:4]1[CH:5]=[CH:6][C:7]([C:10](=[O:11])[CH2:15][CH2:16][CH2:17][N:18]([CH2:20][CH2:21][N:22]2[CH2:23][CH2:24][CH:25]([O:28][C:29]3[CH:34]=[CH:33][CH:32]=[C:31]([Cl:35])[CH:30]=3)[CH2:26][CH2:27]2)[CH3:19])=[CH:8][CH:9]=1 |f:0.1.2,4.5.6,8.9.10|. Reported procedure: A solution prepared from 8.55 g (15.5 mmol) of 1-{2-{N-{3-[2-(4-fluorophenyl)-1,3-dioxolan-2-yl]propyl}-N-methylamino}ethyl}-4-(3-chlorophenoxy)piperidine dihydrochloride, 130 ml of methanol and 50 ml of 3N HCl was heated at reflux for 3 hours under nitrogen and allowed to cool to room temperature. The methanol was evaporated and the residue made basic with saturated sodium carbonate and extracted with ether. The ether extract was washed with saturated sodium chloride and dried over potassium ca... Starting materials: intermediate d, C(C)(C)(C)OC(=O)N1C[C@H]2CC3=CC(=C(N=C3N2[C@@H](C1)C)C)CO ((4R,9aR)-7-hydroxymethyl-4,6-dimethyl-3,4,9,9a-tetrahydro-1H-2,4a,5-triaza-fluorene-2-carboxylic acid tert-butyl ester), C(C)(C)(C)OC(=O)N1C[C@H]2CC3=CC(=C(N=C3N2[C@@H](C1)C)C)CO ((4R,9aR)-7-hydroxymethyl-4,6-dimethyl-3,4,9,9a-tetrahydro-1H-2,4a,5-triaza-fluorene-2-carboxylic acid tert-butyl ester), [H-].[Na+] (sodium hydride), BrCC1CC1 ((bromomethyl)cyclopropane). Product: C(C)(C)(C)OC(=O)N1C[C@H]2CC3=CC(=C(N=C3N2[C@@H](C1)C)C)COCC1CC1 ((4R,9aR)-7-Cyclopropylmethoxymethyl-4,6-dimethyl-3,4,9,9a-tetrahydro-1H-2,4a,5-triaza-fluorene-2-carboxylic acid tert-butyl ester). As a reaction SMILES: [C:1]([O:5][C:6]([N:8]1[CH2:20][C@@H:19]([CH3:21])[N:18]2[C@H:10]([CH2:11][C:12]3[C:17]2=[N:16][C:15]([CH3:22])=[C:14]([CH2:23][OH:24])[CH:13]=3)[CH2:9]1)=[O:7])([CH3:4])([CH3:3])[CH3:2].[H-].[Na+].Br[CH2:28][CH:29]1[CH2:31][CH2:30]1>>[C:1]([O:5][C:6]([N:8]1[CH2:20][C@@H:19]([CH3:21])[N:18]2[C@H:10]([CH2:11][C:12]3[C:17]2=[N:16][C:15]([CH3:22])=[C:14]([CH2:23][O:24][CH2:28][CH:29]2[CH2:31][CH2:30]2)[CH:13]=3)[CH2:9]1)=[O:7])([CH3:2])([CH3:3])[CH3:4] |f:1.2|. Procedure: This compound was prepared in analogy to example 1 intermediate d) from (4R,9aR)-7-hydroxymethyl-4,6-dimethyl-3,4,9,9a-tetrahydro-1H-2,4a,5-triaza-fluorene-2-carboxylic acid tert-butyl ester (example 15, intermediate b), sodium hydride and (bromomethyl)cyclopropane. Starting materials: CCC(C)=O, Cl, Cl, O=C(CCCN1CCC(C(O)(c2ccccc2)c2ccccc2)CC1)c1ccccc1. The product is O=C(CCCN1CCC(=C(c2ccccc2)c2ccccc2)CC1)c1ccccc1, Cl. As a reaction SMILES: [CH3:34][C:35](=[O:36])[CH2:37][CH3:38].[ClH:1].[ClH:33].[OH:2][C:3]([c:4]1[cH:5][cH:6][cH:7][cH:8][cH:9]1)([c:10]1[cH:11][cH:12][cH:13][cH:14][cH:15]1)[CH:16]1[CH2:17][CH2:18][N:19]([CH2:22][CH2:23][CH2:24][C:25](=[O:26])[c:27]2[cH:28][cH:29][cH:30][cH:31][cH:32]2)[CH2:20][CH2:21]1>>[C:3]([c:4]1[cH:5][cH:6][cH:7][cH:8][cH:9]1)([c:10]1[cH:11][cH:12][cH:13][cH:14][cH:15]1)=[C:16]1[CH2:17][CH2:18][N:19]([CH2:22][CH2:23][CH2:24][C:25](=[O:26])[c:27]2[cH:28][cH:29][cH:30][cH:31][cH:32]2)[CH2:20][CH2:21]1.[ClH:1]. Yield: 72.7%. Product: C1(=CC=CC=C1)C(OCC(=O)Cl)C1=CC=CC=C1 ((diphenylmethoxy) acetyl chloride). The reactants are S(=O)(Cl)Cl (thionyl chloride), C1(=CC=CC=C1)C(OCC(=O)O)C1=CC=CC=C1 ((diphenylmethoxy) acetic acid). Reaction SMILES: S(Cl)([Cl:3])=O.[C:5]1([CH:11]([C:17]2[CH:22]=[CH:21][CH:20]=[CH:19][CH:18]=2)[O:12][CH2:13][C:14](O)=[O:15])[CH:10]=[CH:9][CH:8]=[CH:7][CH:6]=1>C1C=CC=CC=1>[C:5]1([CH:11]([C:17]2[CH:22]=[CH:21][CH:20]=[CH:19][CH:18]=2)[O:12][CH2:13][C:14]([Cl:3])=[O:15])[CH:10]=[CH:9][CH:8]=[CH:7][CH:6]=1. Run in C1=CC=CC=C1 (benzene). Procedure details: 8.1 g (68.1 mmole) of thionyl chloride was added to a solution of 5.5 g (22.7 mmole) of (diphenylmethoxy) acetic acid in 150 cm3 of benzene. The solution was refluxed for 5 hours, then evaporated to dryness under reduced pressure. Distillation of the residue yielded 4.3 g (yield: 73%) of (diphenylmethoxy) acetyl chloride. Reaction conditions: time 3 hour. Run in CN(C)C=O (DMF). The product is [N+](=O)([O-])C=1C=CC(=NC1)OC(C(F)(F)F)C ((rac)-5-nitro-2-(2,2,2-trifluoro-1-methyl-ethoxy)-pyridine). Reactants: ClC1=NC=C(C=C1)[N+](=O)[O-] (2-chloro-5-nitro-pyridine), FC(C(C)O)(F)F (1,1,1-trifluoro-propan-2-ol), [H-].[Na+] (NaH). Procedure details: To a solution of 2-chloro-5-nitro-pyridine (1.74 g) and 1,1,1-trifluoro-propan-2-ol (1.097 g) in DMF (15 ml) under an argon atmosphere was added under ice cooling NaH (0.528 g, 55% suspension in oil). The mixture was stirred for 3 h at RT then partitioned between diethyl ether and water, the layers were separated dried over Na2SO4 and the solvent was evaporated off to give (rac)-5-nitro-2-(2,2,2-trifluoro-1-methyl-ethoxy)-pyridine as brown oil (2.28 g) that was used in the next step without furt... RXN SMILES: Cl[C:2]1[CH:7]=[CH:6][C:5]([N+:8]([O-:10])=[O:9])=[CH:4][N:3]=1.[F:11][C:12]([F:17])([F:16])[CH:13]([OH:15])[CH3:14].[H-].[Na+]>CN(C=O)C>[N+:8]([C:5]1[CH:6]=[CH:7][C:2]([O:15][CH:13]([CH3:14])[C:12]([F:17])([F:16])[F:11])=[N:3][CH:4]=1)([O-:10])=[O:9] |f:2.3|. Isolated yield 100.4%. The reactants are C(C)(C)(C)C=1N=C(C2=C(N1)N(N=N2)CC)N2CC(CC2)(F)F (5-tert-Butyl-7-(3,3-difluoro-pyrrolidin-1-yl)-3-ethyl-3H-[1,2,3]triazolo[4,5-d]pyrimidine), C(C)(C)(C)C=1N=C(C2=C(N1)NN=N2)N2CC(CC2)(F)F (5-tert-butyl-7-(3,3-difluoropyrrolidin-1-yl)-3H-[1,2,3]triazolo[4,5-d]pyrimidine), BrCC(=O)C1=C(C=CC=C1)Cl (2-bromo-1-(2-chlorophenyl)ethanone). Yields the product C(C)(C)(C)C=1N=C(C2=C(N1)N(N=N2)CC(=O)C2=C(C=CC=C2)Cl)N2CC(CC2)(F)F (2-[5-tert-Butyl-7-(3,3-difluoro-pyrrolidin-1-yl)-[1,2,3]triazolo[4,5-d]pyrimidin-3-yl]-1-(2-chloro-phenyl)-ethanone). RXN SMILES: C(C1N=C(N2CCC(F)(F)C2)C2N=NN(CC)C=2N=1)(C)(C)C.[C:23]([C:27]1[N:28]=[C:29]([N:36]2[CH2:40][CH2:39][C:38]([F:42])([F:41])[CH2:37]2)[C:30]2[N:35]=[N:34][NH:33][C:31]=2[N:32]=1)([CH3:26])([CH3:25])[CH3:24].Br[CH2:44][C:45]([C:47]1[CH:52]=[CH:51][CH:50]=[CH:49][C:48]=1[Cl:53])=[O:46]>>[C:23]([C:27]1[N:28]=[C:29]([N:36]2[CH2:40][CH2:39][C:38]([F:41])([F:42])[CH2:37]2)[C:30]2[N:35]=[N:34][N:33]([CH2:44][C:45]([C:47]3[CH:52]=[CH:51][CH:50]=[CH:49][C:48]=3[Cl:53])=[O:46])[C:31]=2[N:32]=1)([CH3:26])([CH3:24])[CH3:25]. Reported procedure: In analogy to the procedure described for the synthesis of 5-tert-butyl-7-(3,3-difluoropyrrolidin-1-yl)-3-ethyl-3H-[1,2,3]triazolo[4,5-d]pyrimidine (example 61), the title compound was prepared from 5-tert-butyl-7-(3,3-difluoropyrrolidin-1-yl)-3H-[1,2,3]triazolo[4,5-d]pyrimidine and 2-bromo-1-(2-chlorophenyl)ethanone and isolated as yellow gum. MS (m/e): 435.3 (MH+). Reactants: CC1(C)COC(=O)C1NC(=O)C(CC(=O)OCc1ccccc1)c1ccn(-c2ccc(-c3ccc(C#N)cc3)cc2)c1, CCO, CCOC(C)=O. Product: CC1(C)COC(=O)C1NC(=O)C(CC(=O)O)c1ccn(-c2ccc(-c3ccc(C#N)cc3)cc2)c1. RXN SMILES: [CH2:1]([c:2]1[cH:3][cH:4][cH:5][cH:6][cH:7]1)[O:8][C:9]([CH2:10][CH:11]([C:12](=[O:13])[NH:14][CH:15]1[C:16](=[O:22])[O:17][CH2:18][C:19]1([CH3:20])[CH3:21])[c:23]1[cH:24][n:25](-[c:28]2[cH:29][cH:30][c:31](-[c:34]3[cH:35][cH:36][c:37]([C:40]#[N:41])[cH:38][cH:39]3)[cH:32][cH:33]2)[cH:26][cH:27]1)=[O:42].[CH3:43][CH2:44][OH:45].[CH3:46][CH2:47][O:48][C:49]([CH3:50])=[O:51]>>[O:8]=[C:9]([CH2:10][CH:11]([C:12](=[O:13])[NH:14][CH:15]1[C:16](=[O:22])[O:17][CH2:18][C:19]1([CH3:20])[CH3:21])[c:23]1[cH:24][n:25](-[c:28]2[cH:29][cH:30][c:31](-[c:34]3[cH:35][cH:36][c:37]([C:40]#[N:41])[cH:38][cH:39]3)[cH:32][cH:33]2)[cH:26][cH:27]1)[OH:42]. Reactants: ClC=1C=C2C(C(N(C2=CC1)C)=C)(C)C (5-chloro-1,3,3-trimethyl-2-methylene-indoline), COC=1C=C2C(C(N(C2=CC1)C)=C)(C)C (5-methoxy-1,3,3-trimethyl-2-methylene-indoline), COC1=CC=C(C=C1)N (4-anisidine), CN1C(C(C2=CC(=CC=C12)C)(C)C)=C (1,3,3,5-tetramethyl-2-methylene-indoline), C(C)OC=1C=C2C(C(N(C2=CC1)C)=C)(C)C (5-ethoxy-1,3,3-trimethyl-2-methylene-indoline). Yields the product COC1=CC=C(C=C1)N (4-anisidine), CN1C(C(C2=CC=CC=C12)(C)C)=C (1,3,3-trimethyl-2-methylene-indoline). RXN SMILES: [CH3:1][O:2][C:3]1[CH:8]=[CH:7][C:6]([NH2:9])=[CH:5][CH:4]=1.[CH3:10][N:11]1[C:19]2[C:14](=[CH:15][C:16](C)=[CH:17][CH:18]=2)[C:13]([CH3:22])([CH3:21])[C:12]1=[CH2:23].ClC1C=C2C(=CC=1)N(C)C(=C)C2(C)C.COC1C=C2C(=CC=1)N(C)C(=C)C2(C)C.C(OC1C=C2C(=CC=1)N(C)C(=C)C2(C)C)C>>[CH3:1][O:2][C:3]1[CH:8]=[CH:7][C:6]([NH2:9])=[CH:5][CH:4]=1.[CH3:10][N:11]1[C:19]2[C:14](=[CH:15][CH:16]=[CH:17][CH:18]=2)[C:13]([CH3:21])([CH3:22])[C:12]1=[CH2:23]. Procedure details: If colour bases which are obtained by coupling 4-anisidine to 1,3,3,5-tetramethyl-2-methylene-indoline, 5-chloro-1,3,3-trimethyl-2-methylene-indoline, 5-methoxy-1,3,3-trimethyl-2-methylene-indoline or 5-ethoxy-1,3,3-trimethyl-2-methylene-indoline are used instead of the colour base obtained from 4-anisidine and 1,3,3-trimethyl-2-methylene-indoline and the procedure is otherwise the same, valuable cationic hydrazone dyestuffs are likewise obtained.